This data is from the Open Reaction Database (ORD), a public repository of structured organic reaction records. The task is: describe an organic reaction: reactants, conditions, products, and yield Reactants: C(=CC1=CC=CC=C1)S(=O)(=O)Cl (styrene-sulphonyl chloride), O=C1NC(CC1)OC(C)C (2-oxo-5-isopropyloxy pyrrolidine), solution, [Li+].CCC[CH2-] (N-butyllithium). Run in O1CCCC1 (tetrahydrofuran), O1CCCC1 (tetrahydrofuran), CCCCCC (hexane). Run at temperature -45 celsius, time 30 minute. The product is C(=CC1=CC=CC=C1)S(=O)(=O)N1C(CCC1OC(C)C)=O (1-(styrenesulphonyl)-2-oxo-5-isopropyloxy pyrrolidine). Isolated yield 40.6%. Reaction SMILES: [O:1]=[C:2]1[CH2:6][CH2:5][CH:4]([O:7][CH:8]([CH3:10])[CH3:9])[NH:3]1.[Li+].CCC[CH2-].[CH:16]([S:24](Cl)(=[O:26])=[O:25])=[CH:17][C:18]1[CH:23]=[CH:22][CH:21]=[CH:20][CH:19]=1>O1CCCC1.CCCCCC>[CH:16]([S:24]([N:3]1[CH:4]([O:7][CH:8]([CH3:10])[CH3:9])[CH2:5][CH2:6][C:2]1=[O:1])(=[O:26])=[O:25])=[CH:17][C:18]1[CH:23]=[CH:22][CH:21]=[CH:20][CH:19]=1 |f:1.2|. Procedure details: To a solution of 3.53 g of 2-oxo-5-isopropyloxy pyrrolidine in 85 cm3 of anhydrous tetrahydrofuran, cooled to -10° C., 15.42 g of a 1.6M solution of N-butyllithium in hexane is added, operating at -10° to -5° C. This is agitated for 30 minutes, while cooling to -45° C., then a solution of 5 g of styrenesulphonyl chloride (CA 47, 3262c, 1953) in 35 cm3 of anhydrous tetrahydrofuran is added slowly, while operating at -45° to -40° C. After allowing a return to ambient temperature, the solvent is ev... Reactants: C(C1=CC=CC=C1)N1C(NC(=C(C1=O)C)Cl)=O (3-benzyl-6-chloro-5-methylpyrimidine-2,4(1H,3H)-dione), C([O-])([O-])=O.[K+].[K+] (potassium carbonate), BrCCCCl (1-bromo-3-chloropropane). The solvent is CN(C=O)C (N,N-dimethyl-formamide). Reaction conditions: temperature 80 celsius, time 5 hour. Yields the product C(C1=CC=CC=C1)N1C(N(C(=C(C1=O)C)Cl)CCCCl)=O (3-benzyl-6-chloro-1-(3-chloropropyl)-5-methylpyrimidine-2,4(1H,3H)-dione). Reaction SMILES: [CH2:1]([N:8]1[C:13](=[O:14])[C:12]([CH3:15])=[C:11]([Cl:16])[NH:10][C:9]1=[O:17])[C:2]1[CH:7]=[CH:6][CH:5]=[CH:4][CH:3]=1.C(=O)([O-])[O-].[K+].[K+].Br[CH2:25][CH2:26][CH2:27][Cl:28]>CN(C)C=O>[CH2:1]([N:8]1[C:13](=[O:14])[C:12]([CH3:15])=[C:11]([Cl:16])[N:10]([CH2:25][CH2:26][CH2:27][Cl:28])[C:9]1=[O:17])[C:2]1[CH:7]=[CH:6][CH:5]=[CH:4][CH:3]=1 |f:1.2.3|. Reported procedure: To a suspension of 18.8 g (75 mmol) of 3-benzyl-6-chloro-5-methylpyrimidine-2,4(1H,3H)-dione and 16.58 g (120 mmol) of potassium carbonate in 120 ml of N,N-dimethyl-formamide, 14.8 ml (150 mmol) of 1-bromo-3-chloropropane was added at room temperature. This mixture was stirred at 80° C. for 5 hours. After cooling, the reaction mixture was concentrated to dryness; the resulting residue was dissolved in chloroform-water. After the organic layer was washed with water and dried, the solvent was dist... Reactants: C24H27ClN4O3S, ClCl (chlorine), ClC1=CC2=C(NC(=N2)[C@H](CCSC)NC(C2=CC(=C(C=C2)C(=O)N2CCCC2)C)=O)C=C1 (N-[(1S)-1-(5-chloro-1H-benzimidazol-2-yl)-3-methylsulfanylpropyl]-3-methyl-4-(pyrrolidin-1-ylcarbonyl)benzamide), ClC=1C=C(C(=O)OO)C=CC1 (3-chloroperoxybenzoic acid), ClCCl.C(C)O (dichloromethane ethanol). Solvent: ClCCl (dichloromethane). Product: ClC1=CC2=C(NC(=N2)[C@H](CCS(=O)C)NC(C2=CC(=C(C=C2)C(=O)N2CCCC2)C)=O)C=C1 (N-[(1S)-1-(5-chloro-1H-benzimidazol-2-yl)-3-methylsulfinylpropyl]-3-methyl-4-(pyrrolidin-1-ylcarbonyl)benzamide). Yield: 57.0%. As a reaction SMILES: [Cl:1][C:2]1[CH:32]=[CH:31][C:5]2[NH:6][C:7]([C@@H:9]([NH:14][C:15](=[O:30])[C:16]3[CH:21]=[CH:20][C:19]([C:22]([N:24]4[CH2:28][CH2:27][CH2:26][CH2:25]4)=[O:23])=[C:18]([CH3:29])[CH:17]=3)[CH2:10][CH2:11][S:12][CH3:13])=[N:8][C:4]=2[CH:3]=1.ClC1C=C(C=CC=1)C(OO)=[O:38].ClCCl.C(O)C.ClCl>ClCCl>[Cl:1][C:2]1[CH:32]=[CH:31][C:5]2[NH:6][C:7]([C@@H:9]([NH:14][C:15](=[O:30])[C:16]3[CH:21]=[CH:20][C:19]([C:22]([N:24]4[CH2:25][CH2:26][CH2:27][CH2:28]4)=[O:23])=[C:18]([CH3:29])[CH:17]=3)[CH2:10][CH2:11][S:12]([CH3:13])=[O:38])=[N:8][C:4]=2[CH:3]=1 |f:2.3|. Reported procedure: Prepared analogously to Example 85 from N-[(1S)-1-(5-chloro-1H-benzimidazol-2-yl)-3-methylsulfanylpropyl]-3-methyl-4-(pyrrolidin-1-ylcarbonyl)benzamide and 3-chloroperoxybenzoic acid in dichloromethane/glacial acetic acid. Yield: 57%; Rf value: 0.15 (silica gel; dichloromethane/ethanol=9:1); C24H27ClN4O3S (487.02); mass spectrum: (M+H)+=487/489 (chlorine isotope). Yields the product C1(CCC1)N1CCN(CCC1)C(=O)C=1C=NC(=CC1)OC1CCOCC1 ((4-Cyclobutyl-[1,4]diazepan-1-yl)-[6-(tetrahydro-pyran-4-yloxy)-pyridin-3-yl]-methanone). Procedure: To a solution of (6-chloro-pyridin-3-yl)-(4-cyclobutyl-[1,4]diazepan-1-yl)-methanone (32.7 g, 111.3 mmol) in toluene (470 mL) was added tetrahydro-pyran-4-ol (13.6 g, 133.6 mmol), 18-crown-6 (1.47 g, 5.565 mmol), and then KOH (pulverized solid, 20.6 g, 367.3 mmol). The resulting heterogeneous mixture was warmed to 110° C. and stirred for 3 h. After cooling to room temperature, water (470 mL) was added and the resulting layers were thoroughly mixed and then separated. The organic extract was drie... The solvent is C1(=CC=CC=C1)C (toluene), O (water). Conditions: temperature 110 celsius, time 3 hour. Reactants: ClC1=CC=C(C=N1)C(=O)N1CCN(CCC1)C1CCC1 ((6-chloro-pyridin-3-yl)-(4-cyclobutyl-[1,4]diazepan-1-yl)-methanone), O1CCC(CC1)O (tetrahydro-pyran-4-ol), C1COCCOCCOCCOCCOCCO1 (18-crown-6), [OH-].[K+] (KOH). Reaction SMILES: Cl[C:2]1[N:7]=[CH:6][C:5]([C:8]([N:10]2[CH2:16][CH2:15][CH2:14][N:13]([CH:17]3[CH2:20][CH2:19][CH2:18]3)[CH2:12][CH2:11]2)=[O:9])=[CH:4][CH:3]=1.[O:21]1[CH2:26][CH2:25][CH:24]([OH:27])[CH2:23][CH2:22]1.C1OCCOCCOCCOCCOCCOC1.[OH-].[K+]>C1(C)C=CC=CC=1.O>[CH:17]1([N:13]2[CH2:14][CH2:15][CH2:16][N:10]([C:8]([C:5]3[CH:6]=[N:7][C:2]([O:27][CH:24]4[CH2:25][CH2:26][O:21][CH2:22][CH2:23]4)=[CH:3][CH:4]=3)=[O:9])[CH2:11][CH2:12]2)[CH2:20][CH2:19][CH2:18]1 |f:3.4|. The reactants are CCCc1c(OCCCOc2cc(O)c(-c3cocn3)cc2CC)cccc1Oc1ccccc1C(=O)OC, CO, [Li+], [OH-]. The product is CCCc1c(OCCCOc2cc(O)c(-c3cocn3)cc2CC)cccc1Oc1ccccc1C(=O)O. Reaction SMILES: [CH3:1][O:2][C:3]([c:4]1[c:5]([O:10][c:11]2[c:12]([CH2:36][CH2:37][CH3:38])[c:13]([O:17][CH2:18][CH2:19][CH2:20][O:21][c:22]3[c:23]([CH2:34][CH3:35])[cH:24][c:25](-[c:29]4[n:30][cH:31][o:32][cH:33]4)[c:26]([OH:28])[cH:27]3)[cH:14][cH:15][cH:16]2)[cH:6][cH:7][cH:8][cH:9]1)=[O:39].[CH3:42][OH:43].[Li+:40].[OH-:41]>>[O:2]=[C:3]([c:4]1[c:5]([O:10][c:11]2[c:12]([CH2:36][CH2:37][CH3:38])[c:13]([O:17][CH2:18][CH2:19][CH2:20][O:21][c:22]3[c:23]([CH2:34][CH3:35])[cH:24][c:25](-[c:29]4[n:30][cH:31][o:32][cH:33]4)[c:26]([OH:28])[cH:27]3)[cH:14][cH:15][cH:16]2)[cH:6][cH:7][cH:8][cH:9]1)[OH:39]. The reactants are O1C(CO)C1(CCCC(C)C)C (2,3-epoxy-3,7-dimethyl-1octanol), ice water, C(CCC)[Li] (n-butyllithium), C(CCC)NCCCC (di-n-butylamine). Solvent: O1CCCC1 (tetrahydrofuran), O1CCCC1 (tetrahydrofuran). Reaction conditions: temperature 0 celsius, time 30 minute. Yields the product C(CCC)N(C(CO)C(CCCC(C)C)(O)C)CCCC (2-(dibutylamino)-3,7-dimethyl-1,3-octanediol). Isolated yield 79.7%. Reaction SMILES: C([Li])CCC.[CH2:6]([NH:10][CH2:11][CH2:12][CH2:13][CH3:14])[CH2:7][CH2:8][CH3:9].[O:15]1[C:19]([CH3:26])([CH2:20][CH2:21][CH2:22][CH:23]([CH3:25])[CH3:24])[CH:16]1[CH2:17][OH:18]>O1CCCC1>[CH2:6]([N:10]([CH2:11][CH2:12][CH2:13][CH3:14])[CH:16]([C:19]([CH3:26])([OH:15])[CH2:20][CH2:21][CH2:22][CH:23]([CH3:25])[CH3:24])[CH2:17][OH:18])[CH2:7][CH2:8][CH3:9]. Procedure: Under nitrogen atmosphere, 65 ml of n-butyllithium (1.6 M in hexane) was added dropwise to a solution of 12.9 g of di-n-butylamine in 30 ml of tetrahydrofuran at -78° C. and after completion of addition, the mixture was stirred at 0° C. for 30 minutes. To this solution was added a solution of 8.6 g of 2,3-epoxy-3,7-dimethyl-1octanol in 20 ml of tetrahydrofuran slowly in portions at 0° C. The mixture was then stirred at room temperature for 2 hours, after which it was poured into ice-water and ex... The reactants are ClC=1C=CC(=C(C(=O)C2=C(C=CC=C2)Cl)C1)SC (5-chloro-2-methylthio-2'-chlorobenzophenone), ClCC(=O)O (chloroacetic acid). Solvent: O (water). Run at temperature 120 celsius, time 10 hour. The product is ClC=1C=CC2=C(C(=C(S2)C(=O)O)C2=C(C=CC=C2)Cl)C1 (5-chloro-3-(2-chlorophenyl)-1-benzothiophen-2-carboxylic acid). Yield: 83.5%. As a reaction SMILES: [Cl:1][C:2]1[CH:3]=[CH:4][C:5]([S:17][CH3:18])=[C:6]([CH:16]=1)[C:7]([C:9]1[CH:14]=[CH:13][CH:12]=[CH:11][C:10]=1[Cl:15])=O.ClC[C:21]([OH:23])=[O:22]>O>[Cl:1][C:2]1[CH:3]=[CH:4][C:5]2[S:17][C:18]([C:21]([OH:23])=[O:22])=[C:7]([C:9]3[CH:14]=[CH:13][CH:12]=[CH:11][C:10]=3[Cl:15])[C:6]=2[CH:16]=1. Procedure: A mixture of 4.9 g of compound G and 7.8 g of chloroacetic acid was stirred at 120° C. for 10 hours. After cooling, water was added to the reaction mixture and the precipitate formed was collected by filtration. The precipitate was dissolved in ethyl acetate and washed with water. The solution was dried over magnesium sulfate and distilled to remove the solvent. The crude product thus obtained was washed with ether to obtain 4.45 g of 5-chloro-3-(2-chlorophenyl)-1-benzothiophen-2-carboxylic acid...